This data is from the Open Reaction Database (ORD), a public repository of structured organic reaction records. The task is: describe an organic reaction: reactants, conditions, products, and yield Starting materials: CC(C)(C)OC(=O)NN, CC(=O)O, CO, O=C1CCc2ccccc21. Yields the product CC(C)(C)OC(=O)NN=C1CCc2ccccc21. As a reaction SMILES: [C:11]([NH:12][NH2:13])(=[O:14])[O:15][C:16]([CH3:17])([CH3:18])[CH3:19].[CH3:20][C:21](=[O:22])[OH:23].[CH3:24][OH:25].[O:1]=[C:2]1[CH2:3][CH2:4][c:5]2[cH:6][cH:7][cH:8][cH:9][c:10]21>>[C:2]1(=[N:13][NH:12][C:11](=[O:14])[O:15][C:16]([CH3:17])([CH3:18])[CH3:19])[CH2:3][CH2:4][c:5]2[cH:6][cH:7][cH:8][cH:9][c:10]21. Reactants: C(C)(C)OC(=O)N1CCN(CC1)C1=NC=2N(C=C1)N=CC2Br (4-(3-bromo-pyrazolo[1,5-a]pyrimidin-5-yl)-piperazine-1-carboxylic acid isopropyl ester), FC=1C(=C(C=CC1)B(O)O)OC (3-fluoro-2-methoxyphenylboronic acid). The product is C(C)(C)OC(=O)N1CCN(CC1)C1=NC=2N(C=C1)N=CC2C2=C(C(=CC=C2)F)OC (4-[3-(3-Fluoro-2-methoxy-phenyl)-pyrazolo[1,5-a]pyrimidin-5-yl]-piperazine-1-carboxylic acid isopropyl ester). The yield is 33.8%. RXN SMILES: [CH:1]([O:4][C:5]([N:7]1[CH2:12][CH2:11][N:10]([C:13]2[CH:18]=[CH:17][N:16]3[N:19]=[CH:20][C:21](Br)=[C:15]3[N:14]=2)[CH2:9][CH2:8]1)=[O:6])([CH3:3])[CH3:2].[F:23][C:24]1[C:25]([O:33][CH3:34])=[C:26](B(O)O)[CH:27]=[CH:28][CH:29]=1>>[CH:1]([O:4][C:5]([N:7]1[CH2:12][CH2:11][N:10]([C:13]2[CH:18]=[CH:17][N:16]3[N:19]=[CH:20][C:21]([C:26]4[CH:27]=[CH:28][CH:29]=[C:24]([F:23])[C:25]=4[O:33][CH3:34])=[C:15]3[N:14]=2)[CH2:9][CH2:8]1)=[O:6])([CH3:3])[CH3:2]. Procedure: Prepared similarly to the preparation of example 5.6.9 from 4-(3-bromo-pyrazolo[1,5-a]pyrimidin-5-yl)-piperazine-1-carboxylic acid isopropyl ester (389.9 mg, 1.1 mmol) and 3-fluoro-2-methoxyphenylboronic acid [762287-59-2] (216.2 mg, 1.3 mmol) to afford 153.8 mg of light yellow powder as a free base, mp. 52-53° C. 1H NMR (400 MHz, DMSO-d6) δ ppm 1.22 (d, J=6.32 Hz, 6 H) 3.49-3.56 (m, 4 H) 3.75 (dd, J=6.44, 4.17 Hz, 4 H) 3.83 (d, J=1.01 Hz, 3 H) 4.82 (spt, J=6.23 Hz, 1H) 6.81 (d, J=8.08 Hz, 1 H) ...